Dataset: the Open Reaction Database (ORD), a public repository of structured organic reaction records. Task: describe an organic reaction: reactants, conditions, products, and yield The reactants are C(#N)C=1N=CC(=NC1)NC(=O)N1CCCC2=CC=C(N=C12)C(OC)OC (N-(5-cyanopyrazin-2-yl)-7-(dimethoxymethyl)-3,4-dihydro-1,8-naphthyridine-1(2H)-carboxamide), C(#N)C=1N=CC(=NC1)NC(=O)N1CCCC2=CC=C(N=C12)C(OC)OC (N-(5-cyanopyrazin-2-yl)-7-(dimethoxymethyl)-3,4-dihydro-1,8-naphthyridine-1(2H)-carboxamide), Cl (HCl). Reaction conditions: time 1 hour. Yields the product C(#N)C=1N=CC(=NC1)NC(=O)N1CCCC2=CC=C(N=C12)C=O (N-(5-cyanopyrazin-2-yl)-7-formyl-3,4-dihydro-1,8-naphthyridine-1(2H)-carboxamide). RXN SMILES: [C:1]([C:3]1[N:4]=[CH:5][C:6]([NH:9][C:10]([N:12]2[C:21]3[C:16](=[CH:17][CH:18]=[C:19]([CH:22](OC)[O:23]C)[N:20]=3)[CH2:15][CH2:14][CH2:13]2)=[O:11])=[N:7][CH:8]=1)#[N:2].Cl>>[C:1]([C:3]1[N:4]=[CH:5][C:6]([NH:9][C:10]([N:12]2[C:21]3[C:16](=[CH:17][CH:18]=[C:19]([CH:22]=[O:23])[N:20]=3)[CH2:15][CH2:14][CH2:13]2)=[O:11])=[N:7][CH:8]=1)#[N:2]. Procedure details: N-(5-cyanopyrazin-2-yl)-7-(dimethoxymethyl)-3,4-dihydro-1,8-naphthyridine-1(2H)-carboxamide (intermediate 2A, 32 mg, 0.090 mmol) was treated with HCl (4M in dioxane, 2 ml, 65.8 mmol) and stirred at room temperature for 1 h. The reaction mixture was concentrated under vacuum to dryness. The crude material was purified by normal phase chromatography (4 g silica gel cartridge, DCM/(DCM/MeOH 9:1) 100:0 to 0:100). The product containing fraction was collected and concentrated under vacuum to obtain t... Reactants: FC1=C(N)C=CC(=C1)OC1=C(C=C(C=C1)C(F)(F)F)Cl (2-fluoro-4-(2-chloro-4-[trifluoromethyl]phenoxy)aniline), S(Cl)Cl (sulphur dichloride), CNC(CCC)=O (N-methylbutanamide), N1=CC=CC=C1 (pyridine), oil. Solvent: C(C)OCC (diethyl ether), C(C)N(CC)CC (triethylamine), C(C)OCC (diethyl ether), ClCCl (dichloromethane), solvent, ClCCl (dichloromethane), C(C)OCC (diethyl ether). Conditions: temperature 10 celsius, time 30 minute. Yields the product ClC1=C(OC2=CC(=C(C=C2)NSN(C(CCC)=O)C)F)C=CC(=C1)C(F)(F)F (N-[[[4-[2-chloro-4-(trifluoromethyl)phenoxy]-2-fluorophenyl]amino]thio]-N-methylbutanamide). The yield is 83.8%. Reaction SMILES: [S:1](Cl)Cl.[CH3:4][NH:5][C:6](=[O:10])[CH2:7][CH2:8][CH3:9].N1C=CC=CC=1.[F:17][C:18]1[CH:24]=[C:23]([O:25][C:26]2[CH:31]=[CH:30][C:29]([C:32]([F:35])([F:34])[F:33])=[CH:28][C:27]=2[Cl:36])[CH:22]=[CH:21][C:19]=1[NH2:20]>ClCCl.C(OCC)C.C(N(CC)CC)C>[Cl:36][C:27]1[CH:28]=[C:29]([C:32]([F:34])([F:33])[F:35])[CH:30]=[CH:31][C:26]=1[O:25][C:23]1[CH:22]=[CH:21][C:19]([NH:20][S:1][N:5]([CH3:4])[C:6](=[O:10])[CH2:7][CH2:8][CH3:9])=[C:18]([F:17])[CH:24]=1. Procedure: A solution of sulphur dichloride (11.3 g) in dichloromethane (10 ml) was added over 20 minutes to a solution of N-methylbutanamide (10.1 g) in the same solvent (35 ml) with stirring, the temperature being maintained at 10° C. Stirring at this temperature was continued for a further 30 minutes after which time a solution of pyridine (8.7 g) in dichloromethane (15 ml) was added. The mixture was then stirred and allowed to warm to room temperature over 2 hours, then filtered. The solvent was stripp...